From a dataset of the Open Reaction Database (ORD), a public repository of structured organic reaction records. describe an organic reaction: reactants, conditions, products, and yield Reactants: [H][H] (hydrogen), [N+](=O)([O-])C1=CC=C(CC2=CC=C(C=C2)CC(CC2=CC=C(C=C2)CC2=CC=C(C=C2)[N+](=O)[O-])CCCCCC)C=C1 (1,3-bis(4-(4-nitrobenzyl)phenyl)-2-n-hexyl propane), product, O (water). The reagents and catalysts are [Pd] (Pd-C). Solvent: O1CCCC1 (tetrahydrofuran). Product: NC1=CC=C(CC2=CC=C(C=C2)CC(CC2=CC=C(C=C2)CC2=CC=C(C=C2)N)CCCCCC)C=C1 (1,3-bis(4-(4-aminobenzyl)phenyl)-2-n-hexyl propane). Isolated yield 96.9%. RXN SMILES: [N+:1]([C:4]1[CH:41]=[CH:40][C:7]([CH2:8][C:9]2[CH:14]=[CH:13][C:12]([CH2:15][CH:16]([CH2:34][CH2:35][CH2:36][CH2:37][CH2:38][CH3:39])[CH2:17][C:18]3[CH:23]=[CH:22][C:21]([CH2:24][C:25]4[CH:30]=[CH:29][C:28]([N+:31]([O-])=O)=[CH:27][CH:26]=4)=[CH:20][CH:19]=3)=[CH:11][CH:10]=2)=[CH:6][CH:5]=1)([O-])=O.O.[H][H]>[Pd].O1CCCC1>[NH2:1][C:4]1[CH:5]=[CH:6][C:7]([CH2:8][C:9]2[CH:10]=[CH:11][C:12]([CH2:15][CH:16]([CH2:34][CH2:35][CH2:36][CH2:37][CH2:38][CH3:39])[CH2:17][C:18]3[CH:23]=[CH:22][C:21]([CH2:24][C:25]4[CH:26]=[CH:27][C:28]([NH2:31])=[CH:29][CH:30]=4)=[CH:20][CH:19]=3)=[CH:13][CH:14]=2)=[CH:40][CH:41]=1. Procedure details: In a 1-liter three-necked flask having a fit equipped with a stirring device and a nitrogen substituting device, 40.9 g of 1,3-bis(4-(4-nitrobenzyl)phenyl)-2-n-hexyl propane, 5 g of a Pd-C catalyst (a 5% product, containing 55.9% of water) and 300 milliliters of tetrahydrofuran were introduced, and contacted with hydrogen gas at a normal pressure with stirring. After hydrogen absorption was stopped, the catalyst was filtered off and the solution was concentrated. Residues were dissolved in chlor... Starting materials: N#CN.[Pb] (Lead cyanamide), CNC(=S)NCCSCC1=C(N=CN1)C (N-methyl-N'-[2-((4-methyl-5-imidazolyl)methylthio)ethyl]thiourea), CN(C=O)C (Dimethylformamide). The solvent is C(C)#N (acetonitrile). Reaction conditions: time 24 hour. The product is C(#N)NC(=NCCSCC1=C(N=CN1)C)NC (N-cyano-N'-methyl-N"-[2-((4-methyl-5-imidazolyl)-methylthio)ethyl]guanidine), NC(=N)N (guanidine). Reaction SMILES: [N:1]#[C:2][NH2:3].[Pb].[CH3:5][NH:6][C:7]([NH:9][CH2:10][CH2:11][S:12][CH2:13][C:14]1[NH:18][CH:17]=[N:16][C:15]=1[CH3:19])=S.C[N:21](C)C=O>C(#N)C>[C:2]([NH:3][C:7]([NH:6][CH3:5])=[N:9][CH2:10][CH2:11][S:12][CH2:13][C:14]1[NH:18][CH:17]=[N:16][C:15]=1[CH3:19])#[N:1].[NH2:1][C:2]([NH2:21])=[NH:3] |f:0.1,^3:3|. Reported procedure: Lead cyanamide (3.0 g.) was added to a solution of N-methyl-N'-[2-((4-methyl-5-imidazolyl)methylthio)ethyl]thiourea (2.44 g.) in acetonitrile (50 ml.). Dimethylformamide (20 ml.) was added subsequently and the suspension was heated under reflux, with stirring, for 24 hours. Filtration, followed by concentration under reduced pressure and purification of the product by chromatography on a column of silica gel with acetonitrile as eluant and recrystallisation from the same solvent afforded N-cyano... The reactants are ClC1=CC2=C(NC(OC2=O)=O)C=C1 (6-chloro-1H-benzo[d][1,3]oxazine-2,4-dione), O (water), [H-].[Na+] (sodium hydride), C(C)I (ethyl iodide). Run in CN(C)C=O (DMF). Conditions: time 30 minute. Yields the product ClC1=CC2=C(N(C(OC2=O)=O)CC)C=C1 (6-chloro-1-ethyl-1H-benzo[d][1,3]oxazine-2,4-dione). The yield is 59.7%. RXN SMILES: [Cl:1][C:2]1[CH:13]=[CH:12][C:5]2[NH:6][C:7](=[O:11])[O:8][C:9](=[O:10])[C:4]=2[CH:3]=1.[H-].[Na+].[CH2:16](I)[CH3:17].O>CN(C=O)C>[Cl:1][C:2]1[CH:13]=[CH:12][C:5]2[N:6]([CH2:16][CH3:17])[C:7](=[O:11])[O:8][C:9](=[O:10])[C:4]=2[CH:3]=1 |f:1.2|. Procedure: To a solution of 1 g (5.06 mmol) of 6-chloro-1H-benzo[d][1,3]oxazine-2,4-dione in DMF (20 ml) were carefully added 265 mg of sodium hydride (55% in mineral oil) at 0° C. This mixture was stirred for 30 min at RT and then 1.18 ml (7.59 mmol) of ethyl iodide were added. Stirring was continued for 16 h at RT, then water was added and the mixture was extracted with ethyl acetate. The combined organic extracts were washed with brine, dried (MgSO4) and concentrated. The remaining residue was purified ... The reactants are C1CCNCC1, CCO, O=Cc1cnn2ccc(Nc3ccc(Cl)cc3)nc12, O=C1CNC(=O)N1. Yields the product O=C1NC(=O)C(=Cc2cnn3ccc(Nc4ccc(Cl)cc4)nc23)N1. Reaction SMILES: [CH2:27]1[CH2:28][CH2:29][NH:30][CH2:31][CH2:32]1.[CH3:33][CH2:34][OH:35].[Cl:1][c:2]1[cH:3][cH:4][c:5]([NH:8][c:9]2[n:10][c:11]3[n:12]([cH:13][cH:14]2)[n:15][cH:16][c:17]3[CH:18]=[O:19])[cH:6][cH:7]1.[O:20]=[C:21]1[CH2:22][NH:23][C:24](=[O:25])[NH:26]1>>[Cl:1][c:2]1[cH:3][cH:4][c:5]([NH:8][c:9]2[n:10][c:11]3[n:12]([cH:13][cH:14]2)[n:15][cH:16][c:17]3[CH:18]=[C:22]2[C:21](=[O:20])[NH:26][C:24](=[O:25])[NH:23]2)[cH:6][cH:7]1. The reactants are Cl (HCl), N[C@H]1CN(CCC1)C(=O)C1=CC2=C(N(C(=N2)C2=CC=3C(=NC=CC3)N2CC(F)(F)F)C)C=C1 ((R)-(3-aminopiperidin-1-yl)(1-methyl-2-(1-(2,2,2-trifluoroethyl)-1H-pyrrolo[2,3-b]pyridin-2-yl)-1H-benzo[d]imidazol-5-yl)methanone). The solvent is CO (methanol), C(C)OCC (diethyl ether), CCOCC (Et2O). Reaction conditions: time 2.5 hour. Product: Cl.N[C@H]1CN(CCC1)C(=O)C1=CC2=C(N(C(=N2)C2=CC=3C(=NC=CC3)N2CC(F)(F)F)C)C=C1 ((R)-(3-aminopiperidin-1-yl)(1-methyl-2-(1-(2,2,2-trifluoroethyl)-1H-pyrrolo[2,3-b]pyridin-2-yl)-1H-benzo[d]imidazol-5-yl)methanone hydrochloride). The yield is 99.0%. Reaction SMILES: [ClH:1].[NH2:2][C@@H:3]1[CH2:8][CH2:7][CH2:6][N:5]([C:9]([C:11]2[CH:34]=[CH:33][C:14]3[N:15]([CH3:32])[C:16]([C:18]4[N:26]([CH2:27][C:28]([F:31])([F:30])[F:29])[C:21]5=[N:22][CH:23]=[CH:24][CH:25]=[C:20]5[CH:19]=4)=[N:17][C:13]=3[CH:12]=2)=[O:10])[CH2:4]1>CO.C(OCC)C>[ClH:1].[NH2:2][C@@H:3]1[CH2:8][CH2:7][CH2:6][N:5]([C:9]([C:11]2[CH:34]=[CH:33][C:14]3[N:15]([CH3:32])[C:16]([C:18]4[N:26]([CH2:27][C:28]([F:31])([F:30])[F:29])[C:21]5=[N:22][CH:23]=[CH:24][CH:25]=[C:20]5[CH:19]=4)=[N:17][C:13]=3[CH:12]=2)=[O:10])[CH2:4]1 |f:4.5|. Procedure details: HCl in Et2O (1 M) (0.15 mL, 0.15 mmol) was added dropwise to a solution of (R)-(3-aminopiperidin-1-yl)(1-methyl-2-(1-(2,2,2-trifluoroethyl)-1H-pyrrolo[2,3-b]pyridin-2-yl)-1H-benzo[d]imidazol-5-yl)methanone (60 mg, 0.13 mmol) in methanol (1 mL) and diethyl ether (1 mL). After stirring for 2.5 h at rt, the reaction mixture was dried under a stream of nitrogen to give the required product (R)-(3-aminopiperidin-1-yl)(1-methyl-2-(1-(2,2,2-trifluoroethyl)-1H-pyrrolo[2,3-b]pyridin-2-yl)-1H-benzo[d]imid...